Dataset: the Open Reaction Database (ORD), a public repository of structured organic reaction records. Task: describe an organic reaction: reactants, conditions, products, and yield Starting materials: ClCCl, O=S(Cl)Cl, OCc1ccc(Cc2nc3ccccc3s2)cc1. The product is ClCc1ccc(Cc2nc3ccccc3s2)cc1. RXN SMILES: [Cl:23][CH2:24][Cl:25].[S:19]([Cl:20])([Cl:21])=[O:22].[s:1]1[c:2]([CH2:10][c:11]2[cH:12][cH:13][c:14]([CH2:17][OH:18])[cH:15][cH:16]2)[n:3][c:4]2[c:5]1[cH:6][cH:7][cH:8][cH:9]2>>[s:1]1[c:2]([CH2:10][c:11]2[cH:12][cH:13][c:14]([CH2:17][Cl:21])[cH:15][cH:16]2)[n:3][c:4]2[c:5]1[cH:6][cH:7][cH:8][cH:9]2. Reactants: C(C)(C)(C)OO (t-butyl hydroperoxide), CC(C)C(C#N)=CC=C(CCC=C(CCC=C(C)C)C)C (2-(1-methylethyl)-5,9,13-trimethyl-2,4,8,12-tetradecatetraenenitrile), OC1=C(C(=O)O)C=CC=C1 (2-hydroxybenzoic acid). The reagents and catalysts are [Se](=O)=O (selenium dioxide). Run in C(Cl)Cl (methylene chloride). Run at time 30 minute. Product: OC(C=C(C#N)C(C)C)=C(CCC=C(CCC=C(C)C)C)C (4-hydroxy-2-(1-methylethyl)-5,9,13-trimethyl-2,4,8,12-tetradecatetraenenitrile). The yield is 317.6%. RXN SMILES: [OH:1]C1C=CC=CC=1C(O)=O.C(OO)(C)(C)C.[CH3:17][CH:18]([C:20](=[CH:23][CH:24]=[C:25]([CH3:37])[CH2:26][CH2:27][CH:28]=[C:29]([CH3:36])[CH2:30][CH2:31][CH:32]=[C:33]([CH3:35])[CH3:34])[C:21]#[N:22])[CH3:19]>C(Cl)Cl.[Se](=O)=O>[OH:1][C:24](=[C:25]([CH3:37])[CH2:26][CH2:27][CH:28]=[C:29]([CH3:36])[CH2:30][CH2:31][CH:32]=[C:33]([CH3:35])[CH3:34])[CH:23]=[C:20]([CH:18]([CH3:17])[CH3:19])[C:21]#[N:22]. Reported procedure: To a suspension of selenium dioxide (58 mg) and 2-hydroxybenzoic acid (365 mg) in methylene chloride (10.5 ml) was gradually added an aqueous solution of 80% t-butyl hydroperoxide (11.6 ml) with stirring on a water bath. After 30 minutes, 2-(1-methylethyl)-5,9,13-trimethyl-2,4,8,12-tetradecatetraenenitrile (7.56 g, 26.8 mmol) was added to the mixture, which was then allowed to stand at room temperature for 30 hours. Most of the solvent was removed by evaporation in vacuo, and the residue was dis... Starting materials: O (water), CN(CCC1=CC=C(C=C1)O)C (4-[2-(dimethylamino)ethyl]phenol), [H-].[Na+] (sodium hydride), BrCCCN1C(C=2C(C1=O)=CC=CC2)=O (N-(3-Bromopropyl)phthalimide). Run in CN(C=O)C (dimethylformamide). Conditions: time 24 hour. Yields the product CN(CCC1=CC=C(OCCCN2C(C3=CC=CC=C3C2=O)=O)C=C1)C (2-[3-[4-[2-(Dimethylamino)ethyl]phenoxy]propyl]-1H-isoindole-1,3-(2H)-dione). As a reaction SMILES: [CH3:1][N:2]([CH3:12])[CH2:3][CH2:4][C:5]1[CH:10]=[CH:9][C:8]([OH:11])=[CH:7][CH:6]=1.[H-].[Na+].Br[CH2:16][CH2:17][CH2:18][N:19]1[C:23](=[O:24])[C:22]2=[CH:25][CH:26]=[CH:27][CH:28]=[C:21]2[C:20]1=[O:29].O>CN(C)C=O>[CH3:12][N:2]([CH3:1])[CH2:3][CH2:4][C:5]1[CH:10]=[CH:9][C:8]([O:11][CH2:16][CH2:17][CH2:18][N:19]2[C:23](=[O:24])[C:22]3[C:21](=[CH:28][CH:27]=[CH:26][CH:25]=3)[C:20]2=[O:29])=[CH:7][CH:6]=1 |f:1.2|. Procedure: A mixture of 4-[2-(dimethylamino)ethyl]phenol (4.13 g) and sodium hydride (0.67 g) in dimethylformamide was stirred at room temperature for 24 h. N-(3-Bromopropyl)phthalimide (6.7 g) was added at 0° and stirring was continued for 24 h. The solution was treated with water and extracted with ether. Evaporation of the solvent gave the title compound as a white solid which was recrystallised from light petroleum (b.p. 60°-80°) 2.3 g) m.p. 81°-82°. TLC silica; ethyl acetate:water:isopropanol:0.88 amm... Starting materials: O[C@H]1C(N(C2=C(S[C@H]1C1=CC=C(C=C1)OC)C1=CC=CC=C1C=C2)CCN(C)C)=O ((±)-cis-2,3-dihydro-3-hydroxy-2-(4-methoxyphenyl)-5-[2-(dimethylamino)ethyl]naphtho[1,2-b]-1,4-thiazepin-4(5H)-one), ClC(=O)OCC (ethyl chloroformate). Solvent: N1=CC=CC=C1 (pyridine). Product: C(C)OC(=O)O[C@H]1C(N(C2=C(S[C@H]1C1=CC=C(C=C1)OC)C1=CC=CC=C1C=C2)CCN(C)C)=O ((±)-cis-3-[(ethoxycarbonyl)oxy]-2,3-dihydro-2-(4-methoxyphenyl)-5-[2-(dimethylamino)ethyl]naphtho[1,2-b]-1,4-thiazepin-4(5H)-one). Isolated yield 96.1%. Reaction SMILES: [OH:1][C@@H:2]1[C@H:8]([C:9]2[CH:14]=[CH:13][C:12]([O:15][CH3:16])=[CH:11][CH:10]=2)[S:7][C:6]2[C:17]3[C:22]([CH:23]=[CH:24][C:5]=2[N:4]([CH2:25][CH2:26][N:27]([CH3:29])[CH3:28])[C:3]1=[O:30])=[CH:21][CH:20]=[CH:19][CH:18]=3.Cl[C:32]([O:34][CH2:35][CH3:36])=[O:33]>N1C=CC=CC=1>[CH2:35]([O:34][C:32]([O:1][C@@H:2]1[C@H:8]([C:9]2[CH:10]=[CH:11][C:12]([O:15][CH3:16])=[CH:13][CH:14]=2)[S:7][C:6]2[C:17]3[C:22]([CH:23]=[CH:24][C:5]=2[N:4]([CH2:25][CH2:26][N:27]([CH3:29])[CH3:28])[C:3]1=[O:30])=[CH:21][CH:20]=[CH:19][CH:18]=3)=[O:33])[CH3:36]. Procedure: To a solution of 0.8 g of (±)-cis-2,3-dihydro-3-hydroxy-2-(4-methoxyphenyl)-5-[2-(dimethylamino)ethyl]naphtho[1,2-b]-1,4-thiazepin-4(5H)-one in 10 mL of pyridine (dried over potassiuwm hydroxide) in an ice-bath, 0.4 g of ethyl chloroformate was added dropwise then stored in the freezer overnight. The mixture was concentrated under reduced pressure and the residue was partitioned between ether and dilute sodium hydroxide. The ether solution was washed with brine then dried (magnesium sulfate) and...